Dataset: the Open Reaction Database (ORD), a public repository of structured organic reaction records. Task: describe an organic reaction: reactants, conditions, products, and yield Reactants: COC=1C=C(C=C(C1)OC)C(C(=O)OC)Br (methyl 2-(3,5-dimethoxyphenyl)-2-bromoacetate), [OH-].[K+] (potassium hydroxide), C1(=CC=CC=C1)S (benzenethiol), [OH-].[K+] (potassium hydroxide). The solvent is O1CCOCC1 (dioxane), O1CCOCC1 (dioxane). Reaction conditions: temperature 80 celsius, time 2 hour. The product is COC=1C=C(C=C(C1)OC)C(C(=O)O)SC1=CC=CC=C1 (2-(3,5-dimethoxyphenyl)-2-(phenylsulfanyl)acetic acid). As a reaction SMILES: [C:1]1([SH:7])[CH:6]=[CH:5][CH:4]=[CH:3][CH:2]=1.[OH-].[K+].[CH3:10][O:11][C:12]1[CH:13]=[C:14]([CH:20](Br)[C:21]([O:23]C)=[O:22])[CH:15]=[C:16]([O:18][CH3:19])[CH:17]=1>O1CCOCC1>[CH3:19][O:18][C:16]1[CH:15]=[C:14]([CH:20]([S:7][C:1]2[CH:6]=[CH:5][CH:4]=[CH:3][CH:2]=2)[C:21]([OH:23])=[O:22])[CH:13]=[C:12]([O:11][CH3:10])[CH:17]=1 |f:1.2|. Reported procedure: A mixture of benzenethiol (5.91 g) and potassium hydroxide (3.48 g) in dioxane (200 ml) was heated at 80° C. for one hour under nitrogen. After cooling down to 20° C., a solution of methyl 2-(3,5-dimethoxyphenyl)-2-bromoacetate (15.0 g) in dioxane (100 ml) was added and the mixture was refluxed for two hours. Additionally potassium hydroxide (1.5 g) was added and the reflux continued for further two hours. After cooling to room temperature, the suspension was filtered and the filtrate concentrat... Starting materials: Clc1nccn2c(I)nc(Br)c12, N, O. Yields the product Nc1nccn2c(I)nc(Br)c12. As a reaction SMILES: [Br:1][c:2]1[n:3][c:4]([I:12])[n:5]2[c:6]1[c:7]([Cl:11])[n:8][cH:9][cH:10]2.[NH3:13].[OH2:14]>>[Br:1][c:2]1[n:3][c:4]([I:12])[n:5]2[c:6]1[c:7]([NH2:13])[n:8][cH:9][cH:10]2. Reagents/catalysts: [Pd] (Pd/C). Run in COCCO (methyl cellosolve). Product: NC=1C=C(OC2=CC(=CC(=C2)C(F)(F)F)OC2=CC(=CC=C2)N)C=CC1 (1,3-bis(3-aminophenoxy)-5-trifluoromethylbenzene). The reactants are [N+](=O)([O-])C=1C=C(OC2=CC(=CC(=C2)C(F)(F)F)OC2=CC(=CC=C2)[N+](=O)[O-])C=CC1 (1,3-bis(3-nitrophenoxy)-5-trifluoromethylbenzene), [H][H] (hydrogen). RXN SMILES: [N+:1]([C:4]1[CH:5]=[C:6]([CH:28]=[CH:29][CH:30]=1)[O:7][C:8]1[CH:13]=[C:12]([C:14]([F:17])([F:16])[F:15])[CH:11]=[C:10]([O:18][C:19]2[CH:24]=[CH:23][CH:22]=[C:21]([N+:25]([O-])=O)[CH:20]=2)[CH:9]=1)([O-])=O.[H][H]>[Pd].COCCO>[NH2:1][C:4]1[CH:5]=[C:6]([CH:28]=[CH:29][CH:30]=1)[O:7][C:8]1[CH:13]=[C:12]([C:14]([F:16])([F:17])[F:15])[CH:11]=[C:10]([O:18][C:19]2[CH:24]=[CH:23][CH:22]=[C:21]([NH2:25])[CH:20]=2)[CH:9]=1. Run at temperature 90 celsius. Procedure: Into a reducing device equipped with a thermometer, a reflux condenser and an agitator were charged 55 g of 1,3-bis(3-nitrophenoxy)-5-trifluoromethylbenzene (0.131 mol), 150 g of methyl cellosolve and 5 g of 5%-Pd/C (50% of water content), and the mixture was reacted at 70 to 80° C. for 4 hours in an atmosphere of hydrogen. At the end of the reaction, the catalyst was filtered out and the filtrate was heated to 90° C., to which 140 g of water was added. The mixture was cooled to room temperature... Starting materials: CC1=CC2=C(C(OC(N2)=O)=O)C=C1 (7-methyl-1H-3,1-benzoxazine-2,4-dione), C(CCC)[Li] (butyl lithium), CN1N=NN=C1C (1,5-dimethyltetrazole). Solvent: CCCCCC (hexane), O1CCCC1 (tetrahydrofuran). Reaction conditions: time 0.5 hour. Yields the product NC1=C(C=CC(=C1)C)C(CC1=NN=NN1C)=O (1-(2-amino-4-methylphenyl)-2-(1-methyl-1H-tetrazol-5-yl)ethanone). RXN SMILES: C([Li])CCC.[CH3:6][N:7]1[C:11]([CH3:12])=[N:10][N:9]=[N:8]1.[CH3:13][C:14]1[CH:25]=[CH:24][C:17]2[C:18](=O)[O:19]C(=O)[NH:21][C:16]=2[CH:15]=1>CCCCCC.O1CCCC1>[NH2:21][C:16]1[CH:15]=[C:14]([CH3:13])[CH:25]=[CH:24][C:17]=1[C:18](=[O:19])[CH2:12][C:11]1[N:7]([CH3:6])[N:8]=[N:9][N:10]=1. Procedure details: A solution of butyl lithium in hexane (2.5M, 20 ml) was added slowly to a stirred solution of 1,5-dimethyltetrazole (4.9 g) in dry tetrahydrofuran (100 ml) at -5° to 0° under nitrogen. After stirring for 0.5 hour, 7-methyl-1H-3,1-benzoxazine-2,4-dione (2.6 g) was added and stirring continued for 1.5 hours at room temperature and for 3 hours at 40°. The solvent was evaporated under reduced pressure at 40°-50°, water (100 ml) was added to the residue, followed by 5N hydrochloric acid dropwise unti... Starting materials: C(C1=CC=CC=C1)OC(NC=C)=O (N-vinyl-carbamic acid benzyl ester), NC1=CC=CC=C1 (Aniline), [O-]S(=O)(=O)[O-].[Na+].[Na+] (Na2SO4), C(C)=O (Acetaldehyde), B(F)(F)F.CCOCC (boron triflouride diethyl etherate). Run in C(Cl)Cl (methylene chloride). Conditions: temperature -25 celsius, time 1 hour. Yields the product C(C1=CC=CC=C1)OC(N[C@@H]1C[C@@H](NC2=CC=CC=C12)C)=O ((±)-cis-(2-methyl-1,2,3,4-tetrahydro-quinolin-4-yl)-carbamic acid benzyl ester). The yield is 33.8%. RXN SMILES: [NH2:1][C:2]1[CH:7]=[CH:6][CH:5]=[CH:4][CH:3]=1.[O-]S([O-])(=O)=O.[Na+].[Na+].[CH:15](=O)[CH3:16].[CH2:18]([O:25][C:26](=[O:30])[NH:27][CH:28]=[CH2:29])[C:19]1[CH:24]=[CH:23][CH:22]=[CH:21][CH:20]=1.B(F)(F)F.CCOCC>C(Cl)Cl>[CH2:18]([O:25][C:26](=[O:30])[NH:27][C@H:28]1[C:7]2[C:2](=[CH:3][CH:4]=[CH:5][CH:6]=2)[NH:1][C@@H:15]([CH3:16])[CH2:29]1)[C:19]1[CH:24]=[CH:23][CH:22]=[CH:21][CH:20]=1 |f:1.2.3,6.7|. Procedure details: Aniline (3.64 mL, 39.97 mmol, 1.0 equ) was dissolved in methylene chloride (100 mL) and Na2SO4 (2 g) was added and cooled to −25° C. Acetaldehyde (2.23 mL, 39.97 mmol, 1.0 equ.) was added to the solution and stirred for 1 h at −25° C. Sodium sulfate was filtered off and N-vinyl-carbamic acid benzyl ester (7.07 g, 39.97 mmol, 1.0 equiv) was added to the filtrate at −25° C., followed by boron triflouride diethyl etherate (0.50 mL, 3.9 mmol, 0.1 equ). The reaction was allowed to stir at −25° C. for... Yields the product N#CC1(c2ccc(OCC3CN(C4CCC4)C3)cc2)CCOCC1. The reactants are O=C1CCC1, CC(=O)O[BH-](OC(C)=O)OC(C)=O, C1CCOC1, CC(=O)O, N#CC1(c2ccc(OCC3CNC3)cc2)CCOCC1, [Na+], [Na+], [Na+], O=C([O-])[O-]. RXN SMILES: [C:21]1(=[O:25])[CH2:22][CH2:23][CH2:24]1.[C:30]([O:31][BH-:32]([O:33][C:34](=[O:35])[CH3:36])[O:37][C:38](=[O:39])[CH3:40])(=[O:41])[CH3:42].[CH2:44]1[O:45][CH2:46][CH2:47][CH2:48]1.[CH3:26][C:27](=[O:28])[OH:29].[NH:1]1[CH2:2][CH:3]([CH2:5][O:6][c:7]2[cH:8][cH:9][c:10]([C:13]3([C:19]#[N:20])[CH2:14][CH2:15][O:16][CH2:17][CH2:18]3)[cH:11][cH:12]2)[CH2:4]1.[Na+:43].[Na+:49].[Na+:50].[O-:51][C:52](=[O:53])[O-:54]>>[N:1]1([CH:21]2[CH2:22][CH2:23][CH2:24]2)[CH2:2][CH:3]([CH2:5][O:6][c:7]2[cH:8][cH:9][c:10]([C:13]3([C:19]#[N:20])[CH2:14][CH2:15][O:16][CH2:17][CH2:18]3)[cH:11][cH:12]2)[CH2:4]1. Starting materials: O1CCCC1 (tetrahydrofuran), C[Si](C)(C)[N-][Si](C)(C)C.[Li+] (lithium bis-(trimethylsilyl)amide), O1CCCC1 (tetrahydrofuran), C(C)N(C\C=C\C#CC(C)(C)C)CCCC(C)=O ((E)-N-ethyl-N-(6,6-dimethyl-2-hepten-4-ynyl)-4-oxo-pentylamine), O1CCCC1 (tetrahydrofuran), S1C=C(C=C1)C=1C=C(C=O)C=CC1 (3-(3-thienyl)benzaldehyde), O1CCCC1 (tetrahydrofuran). Reaction SMILES: O1CCCC1.C[Si]([N-][Si](C)(C)C)(C)C.[Li+].[CH2:16]([N:18]([CH2:28][CH2:29][CH2:30][C:31](=[O:33])[CH3:32])[CH2:19]/[CH:20]=[CH:21]/[C:22]#[C:23][C:24]([CH3:27])([CH3:26])[CH3:25])[CH3:17].[S:34]1[CH:38]=[CH:37][C:36]([C:39]2[CH:40]=[C:41]([CH:44]=[CH:45][CH:46]=2)[CH:42]=[O:43])=[CH:35]1>O.C(OCC)(=O)C.C(O)(=O)C>[CH2:16]([N:18](/[CH:28]=[CH:29]/[CH2:30][C:31](=[O:33])[CH2:32][CH:42]([OH:43])[C:41]1[CH:44]=[CH:45][CH:46]=[C:39]([C:36]2[CH:37]=[CH:38][S:34][CH:35]=2)[CH:40]=1)[CH2:19][CH:20]=[CH:21][C:22]#[C:23][C:24]([CH3:25])([CH3:26])[CH3:27])[CH3:17] |f:1.2|. Isolated yield 35.9%. Procedure details: A 1M tetrahydrofuran solution (0.6 ml) of lithium bis-(trimethylsilyl)amide was added to 1 ml of tetrahydrofuran under an argon atmosphere, and the mixture was cooled to -78° C. To this solution were added, dropwise with stirring, a tetrahydrofuran solution (2 ml) of 125 mg of (E)-N-ethyl-N-(6,6-dimethyl-2-hepten-4-ynyl)-4-oxo-pentylamine, followed by a tetrahydrofuran solution (2 ml) of 94 mg of 3-(3-thienyl)benzaldehyde. The mixture was stirred at -78° C. for 1 hour, and then at 0° C. for 1 ho... Run at temperature -78 celsius, time 1 hour. Product: C(C)N(CC=CC#CC(C)(C)C)\C=C\CC(CC(C1=CC(=CC=C1)C1=CSC=C1)O)=O ((E)-N-ethyl-N-( 6,6-dimethyl-2-hepten-4-ynyl)-6-hydroxy-4-oxo-6-[3-(3-thienyl)phenyl]hexenylamine). The solvent is C(C)(=O)O (acetic acid), O (water), C(C)(=O)OCC (ethyl acetate).